describe an organic reaction: reactants, conditions, products, and yield From a dataset of the Open Reaction Database (ORD), a public repository of structured organic reaction records. Reaction SMILES: [CH2:20]1[O:21][CH2:22][CH2:23][CH2:24]1.[H-:9].[NH2:11][c:12]1[n:13][c:14]([Cl:19])[cH:15][c:16]([Cl:18])[n:17]1.[Na+:10].[OH:1][CH2:2][c:3]1[cH:4][cH:5][cH:6][cH:7][cH:8]1>>[O:1]([CH2:2][c:3]1[cH:4][cH:5][cH:6][cH:7][cH:8]1)[c:16]1[cH:15][c:14]([Cl:19])[n:13][c:12]([NH2:11])[n:17]1. The reactants are C1CCOC1, [H-], Nc1nc(Cl)cc(Cl)n1, [Na+], OCc1ccccc1. The product is Nc1nc(Cl)cc(OCc2ccccc2)n1.